describe an organic reaction: reactants, conditions, products, and yield From a dataset of the Open Reaction Database (ORD), a public repository of structured organic reaction records. Reactants: BrCCC=C (4-bromo-1-buten), [Mg] (Magnesium), II (iodine), ClC1=CC=C(CC2(CC(C2)C(=O)N(C)OC)NC=O)C=C1 (3-(4-chlorobenzyl)-3-formamido-N-methoxy-N-methylcyclobutanecarboxamide), [Mg] (magnesium). Solvent: C1CCOC1 (THF), C1CCOC1 (THF), C1CCOC1 (THF). Run at temperature 0 celsius, time 12 minute. Product: ClC1=CC=C(CC2(CC(C2)C(CCC=C)=O)NC=O)C=C1 (N-(1-(4-chlorobenzyl)-3-pent-4-enoylcyclobutyl)formamide). Yield: 97.5%. As a reaction SMILES: [Mg].II.Br[CH2:5][CH2:6][CH:7]=[CH2:8].[Cl:9][C:10]1[CH:29]=[CH:28][C:13]([CH2:14][C:15]2([NH:25][CH:26]=[O:27])[CH2:18][CH:17]([C:19](N(OC)C)=[O:20])[CH2:16]2)=[CH:12][CH:11]=1>C1COCC1>[Cl:9][C:10]1[CH:11]=[CH:12][C:13]([CH2:14][C:15]2([NH:25][CH:26]=[O:27])[CH2:16][CH:17]([C:19](=[O:20])[CH2:8][CH2:7][CH:6]=[CH2:5])[CH2:18]2)=[CH:28][CH:29]=1. Procedure details: Magnesium powder (0.548 g, 22.6 mmol) was placed into a round-bottomed flask with a small piece of iodine. Dry THF was added to cover the magnesium and the solution was heated to a gentle reflux until the color had dissipated (approximately 30 minutes). While refluxing, a second solution of 4-bromo-1-buten (2.3 mL, 22.6 mmol) in dry THF (5 mL) was added. After 12 min, the mixture was cooled 0° C. and added to a solution of 3-(4-chlorobenzyl)-3-formamido-N-methoxy-N-methylcyclobutanecarboxamide (... Reactants: CC(C(CC(C(=O)OCC)=O)=O)C (ethyl 5-methyl-2,4-dioxohexanoate), C=O (paraformaldehyde), NC1=CC=CC=C1 (aniline), Cl (HCl). Run in C(C)O (ethanol), CC(=O)C (acetone). The product is OC=1C(N(CC1C(C(C)C)=O)C1=CC=CC=C1)=O (3-Hydroxy-4-isobutyryl-2-oxo-1-phenyl-2,5-dihydropyrrole). Yield: 31.7%. RXN SMILES: [NH2:1][C:2]1[CH:7]=[CH:6][CH:5]=[CH:4][CH:3]=1.Cl.[CH3:9][CH:10]([CH3:21])[C:11](=[O:20])[CH2:12][C:13](=[O:19])[C:14]([O:16]CC)=O.[CH2:22]=O>C(O)C.CC(C)=O>[OH:19][C:13]1[C:14](=[O:16])[N:1]([C:2]2[CH:7]=[CH:6][CH:5]=[CH:4][CH:3]=2)[CH2:22][C:12]=1[C:11](=[O:20])[CH:10]([CH3:9])[CH3:21]. Procedure details: To a stirred mixture of aniline (0.50 g, 5.4 mmole) and concentrated HCl (0.46 ml) in ethanol (2.5 ml) was added ethyl 5-methyl-2,4-dioxohexanoate (1.0 g, 5.4 mmole) and paraformaldehyde (0.25 g). After heating at reflux over 3 hours hot acetone (13 ml) was added and the resulting solution was cooled to room temperature and concentrated under reduced pressure. The residue was dissolved in 1N NaOH and extracted with methylene chloride. The aqueous layer was acidified to pH 1 with 3N HCl, extracte... Reactants: O=C1C=CC(=O)C=C1, C=CCC1(CC)CCc2cc(OC)ccc2C1=O, CC#N, [O-][Cl+3]([O-])([O-])O, CC(=O)[O-], CC(=O)[O-], O, [Pd+2]. Yields the product CCC1(CC(C)=O)CCc2cc(OC)ccc2C1=O. RXN SMILES: [C:19]1(=[O:20])[CH:21]=[CH:22][C:23](=[O:25])[CH:24]=[CH:26]1.[CH2:1]([CH:2]=[CH2:3])[C:4]1([CH2:17][CH3:18])[C:5](=[O:16])[c:6]2[cH:7][cH:8][c:9]([O:14][CH3:15])[cH:10][c:11]2[CH2:12][CH2:13]1.[CH3:33][C:34]#[N:35].[Cl+3:28]([OH:29])([O-:30])([O-:31])[O-:32].[O-:37][C:38]([CH3:39])=[O:40].[O-:41][C:42]([CH3:43])=[O:44].[OH2:27].[Pd+2:36]>>[CH2:1]([C:2]([CH3:3])=[O:25])[C:4]1([CH2:17][CH3:18])[C:5](=[O:16])[c:6]2[cH:7][cH:8][c:9]([O:14][CH3:15])[cH:10][c:11]2[CH2:12][CH2:13]1. Reactants: C1(=CC=CC=C1)/C(=C/C(=O)OCC)/C (ethyl (E)-3-phenylbut-2-enoate), N(=NC(C#N)(C)C)C(C#N)(C)C (2,2′-azobis(2-methylpropionitrile)), BrN1C(CCC1=O)=O (N-bromosuccinimide). Run in C(Cl)(Cl)(Cl)Cl (carbon tetrachloride). Conditions: temperature 75 celsius. Product: BrC/C(=C/C(=O)OCC)/C1=CC=CC=C1 (ethyl (E)-4-bromo-3-phenylbut-2-enoate). Reaction SMILES: [C:1]1(/[C:7](/[CH3:14])=[CH:8]/[C:9]([O:11][CH2:12][CH3:13])=[O:10])[CH:6]=[CH:5][CH:4]=[CH:3][CH:2]=1.N(C(C)(C)C#N)=NC(C)(C)C#N.[Br:27]N1C(=O)CCC1=O>C(Cl)(Cl)(Cl)Cl>[Br:27][CH2:14]/[C:7](/[C:1]1[CH:6]=[CH:5][CH:4]=[CH:3][CH:2]=1)=[CH:8]/[C:9]([O:11][CH2:12][CH3:13])=[O:10]. Procedure details: A mixture of 14 g (74 mmol) of ethyl (E)-3-phenylbut-2-enoate, 0.47 g of 2,2′-azobis(2-methylpropionitrile) and 330 ml of carbon tetrachloride is heated to 75° C. 19.8 g (111 mmol) of N-bromosuccinimide are added portionwise at this temperature. The mixture is then refluxed for five hours. The insoluble material is filtered off at 25° C. The filtrate is washed with water and dried over Na2SO4; the solvents are evaporated off (orange-coloured oil: 19.7 g; 99%). Starting materials: O=S(=O)(O)Cl, ClCCCl, ClCCl, CC(C)N(CCCCOCC(N)=O)c1cnc(-c2ccccc2)c(-c2ccccc2)n1. Product: CC(C)N(CCCCOCC(=O)NS(=O)(=O)O)c1cnc(-c2ccccc2)c(-c2ccccc2)n1. Reaction SMILES: [Cl:1][S:2](=[O:3])(=[O:4])[OH:5].[Cl:37][CH2:38][CH2:39][Cl:40].[Cl:41][CH2:42][Cl:43].[c:6]1(-[c:12]2[n:13][cH:14][c:15]([N:24]([CH:25]([CH3:26])[CH3:27])[CH2:28][CH2:29][CH2:30][CH2:31][O:32][CH2:33][C:34](=[O:35])[NH2:36])[n:16][c:17]2-[c:18]2[cH:19][cH:20][cH:21][cH:22][cH:23]2)[cH:7][cH:8][cH:9][cH:10][cH:11]1>>[S:2](=[O:3])(=[O:4])([OH:5])[NH:36][C:34]([CH2:33][O:32][CH2:31][CH2:30][CH2:29][CH2:28][N:24]([c:15]1[cH:14][n:13][c:12](-[c:6]2[cH:7][cH:8][cH:9][cH:10][cH:11]2)[c:17](-[c:18]2[cH:19][cH:20][cH:21][cH:22][cH:23]2)[n:16]1)[CH:25]([CH3:26])[CH3:27])=[O:35]. Isolated yield 56.0%. Product: CC1(CC(C=2C(=C(SC2SC)C2=NC=CC=C2)C1)=O)C (6,6-Dimethyl-3-methylthio-1-(pyrid-2-yl)-4,5,6,7-tetrahydrobenzo[c]thiophen-4-one). Solvent: O1CCOCC1 (dioxane). Procedure: 1-Bromo-6,6-dimethyl-3-methylthio-4,5,6,7-tetrahydrobenzo[c]thiophen-4-one (300 mg, 1 mmol) was dissolved in dioxane (25 mL), and 2-(tri-n-butylstannyl)pyridine (550 mg, 1.35 mmol) was added. The solution was degassed with nitrogen then tetrakis (tri-phenylphosphine)palladium (30 mg, 0.025 mmol) was added and the solution refluxed for 16 h. The solvent was then removed in vacuo and the residue triturated with a mixture of ethyl acetate and hexane (1:3). After filtration the solid product was was... RXN SMILES: Br[C:2]1[S:3][C:4]([S:14][CH3:15])=[C:5]2[C:10](=[O:11])[CH2:9][C:8]([CH3:13])([CH3:12])[CH2:7][C:6]=12.C([Sn](CCCC)(CCCC)[C:21]1[CH:26]=[CH:25][CH:24]=[CH:23][N:22]=1)CCC>O1CCOCC1>[CH3:12][C:8]1([CH3:13])[CH2:7][C:6]2=[C:2]([C:21]3[CH:26]=[CH:25][CH:24]=[CH:23][N:22]=3)[S:3][C:4]([S:14][CH3:15])=[C:5]2[C:10](=[O:11])[CH2:9]1. The reactants are C(CCC)[Sn](C1=NC=CC=C1)(CCCC)CCCC (2-(tri-n-butylstannyl)pyridine), BrC=1SC(=C2C1CC(CC2=O)(C)C)SC (1-Bromo-6,6-dimethyl-3-methylthio-4,5,6,7-tetrahydrobenzo[c]thiophen-4-one), tetrakis (tri-phenylphosphine)palladium.